Dataset: the Open Reaction Database (ORD), a public repository of structured organic reaction records. Task: describe an organic reaction: reactants, conditions, products, and yield Yields the product FC=1C=C(C=C(C1)F)[C@H](CC=O)C1CCS(CC1)(=O)=O ((3R)-3-(3,5-difluorophenyl)-3-(1,1-dioxidotetrahydro-2H-thiopyran-4-yl)propanal). Solvent: C1CCOC1 (THF). Reported procedure: To a solution of (4S,5R)-1-[(3R)-3-(3,5-difluorophenyl)-3-(1,1-dioxidotetrahydro-2H-thiopyran-4-yl)propanoyl]-3,4-dimethyl-5-phenylimidazolidin-2-one (618 mg) in anhydrous THF (15 ml) was added lithium borohydride (1.3 ml of 2M solution in THF). The resulting mixture was heated to 60° C. for 2 hours. The mixture was cooled and quenched with saturated ammonium chloride solution. The mixture was extracted with ethyl acetate (3×50 ml). The organic extracts were dried (MgSO4) and evaporated to a sol... Reaction SMILES: [F:1][C:2]1[CH:3]=[C:4]([C@@H:9]([CH:27]2[CH2:32][CH2:31][S:30](=[O:34])(=[O:33])[CH2:29][CH2:28]2)[CH2:10][C:11](N2[C@H](C3C=CC=CC=3)[C@H](C)N(C)C2=O)=[O:12])[CH:5]=[C:6]([F:8])[CH:7]=1.[BH4-].[Li+]>C1COCC1>[F:8][C:6]1[CH:5]=[C:4]([C@@H:9]([CH:27]2[CH2:28][CH2:29][S:30](=[O:34])(=[O:33])[CH2:31][CH2:32]2)[CH2:10][CH:11]=[O:12])[CH:3]=[C:2]([F:1])[CH:7]=1 |f:1.2|. Run at temperature 60 celsius. Reactants: FC=1C=C(C=C(C1)F)[C@H](CC(=O)N1C(N([C@H]([C@H]1C1=CC=CC=C1)C)C)=O)C1CCS(CC1)(=O)=O ((4S,5R)-1-[(3R)-3-(3,5-difluorophenyl)-3-(1,1-dioxidotetrahydro-2H-thiopyran-4-yl)propanoyl]-3,4-dimethyl-5-phenylimidazolidin-2-one), [BH4-].[Li+] (lithium borohydride).